Dataset: the Open Reaction Database (ORD), a public repository of structured organic reaction records. Task: describe an organic reaction: reactants, conditions, products, and yield The yield is 26.9%. The solvent is CN(C)C=O (DMF). Reaction SMILES: [O:1]=[C:2]1[C@@H:6]([NH:7][C:8](=[O:14])[O:9][C:10]([CH3:13])([CH3:12])[CH3:11])[CH2:5][CH2:4][NH:3]1.[H-].[Na+].FC(F)(F)S(O[CH2:23][C:24]([F:27])([F:26])[F:25])(=O)=O>CN(C=O)C>[O:1]=[C:2]1[C@@H:6]([NH:7][C:8](=[O:14])[O:9][C:10]([CH3:11])([CH3:13])[CH3:12])[CH2:5][CH2:4][N:3]1[CH2:23][C:24]([F:27])([F:26])[F:25] |f:1.2|. The product is O=C1N(CC[C@@H]1NC(OC(C)(C)C)=O)CC(F)(F)F ((S)-tert-Butyl (2-oxo-1-(2,2,2-trifluoroethyl)pyrrolidin-3-yl)carbamate). Reported procedure: To a solution of (S)-tert-butyl (2-oxopyrrolidin-3-yl)carbamate (250 mg, 1.25 mmol) in DMF (5 mL) at 0° C. was added sodium hydride (52.9 mg, 1.32 mmol). After stirring at rt for 1 h, 2,2,2-trifluoroethyl trifluoromethanesulfonate (0.18 mL, 1.25 mmol) was added then the reaction mixture was allowed to warm to rt and stirred for 3.5 h. The reaction mixture was concentrated under reduced pressure and the residue purified on silica gel eluting with 0 to 75% EtOAc/DCM to give Compound 91a (95 mg, 27... Reaction conditions: time 1 hour. Starting materials: O=C1NCC[C@@H]1NC(OC(C)(C)C)=O ((S)-tert-butyl (2-oxopyrrolidin-3-yl)carbamate), [H-].[Na+] (sodium hydride), FC(S(=O)(=O)OCC(F)(F)F)(F)F (2,2,2-trifluoroethyl trifluoromethanesulfonate). The reactants are C1(=CC=CC=C1)S(=O)(=O)C1=CC(=CC=C1)F (1-benzenesulfonyl-3-fluoro-benzene), O.NN (hydrazine hydrate), CS(=O)C (dimethyl sulfoxide). The solvent is O (water). Reaction conditions: temperature 118 celsius, time 18 hour. Product: C1(=CC=CC=C1)S(=O)(=O)C=1C=C(C=CC1)NN ((3-Benzenesulfonyl-phenyl)-hydrazine). Yield: 95.0%. Reaction SMILES: [C:1]1([S:7]([C:10]2[CH:15]=[CH:14][CH:13]=[C:12](F)[CH:11]=2)(=[O:9])=[O:8])[CH:6]=[CH:5][CH:4]=[CH:3][CH:2]=1.O.[NH2:18][NH2:19].CS(C)=O>O>[C:1]1([S:7]([C:10]2[CH:11]=[C:12]([NH:18][NH2:19])[CH:13]=[CH:14][CH:15]=2)(=[O:9])=[O:8])[CH:6]=[CH:5][CH:4]=[CH:3][CH:2]=1 |f:1.2|. Procedure: A mixture of 1-benzenesulfonyl-3-fluoro-benzene (1.34 g, 5.7 mmol), hydrazine hydrate (1.4 mL) and dimethyl sulfoxide (2 mL) was stirred at 118° C. for 18 h, then cooled and poured into water (100 mL). The resulting colourless crystals were collected by filtration to give the title compound (1.34 g, 95%). 1H NMR (DMSO-d6): 7.95-7.84 (2H, m), 7.73-7.56 (3H, m), 7.37-7.21 (3H, m), 7.06 (1H, d), 6.96 (1H, dd), 4.14 (2H, br m).